Dataset: the Open Reaction Database (ORD), a public repository of structured organic reaction records. Task: describe an organic reaction: reactants, conditions, products, and yield Reactants: O=C([O-])[O-], CCOC(=O)c1cc(O)cc(OCC)c1, CN(C)C=O, Cc1oc(-c2ccccc2)nc1CCl, Cl, [K+], [K+], O. Yields the product CCOC(=O)c1cc(OCC)cc(OCc2nc(-c3ccccc3)oc2C)c1. As a reaction SMILES: [C:30](=[O:31])([O-:32])[O-:33].[CH2:1]([CH3:2])[O:3][c:4]1[cH:5][c:6]([C:7](=[O:8])[O:9][CH2:10][CH3:11])[cH:12][c:13]([OH:15])[cH:14]1.[CH3:38][N:39]([CH3:40])[CH:41]=[O:42].[Cl:16][CH2:17][c:18]1[n:19][c:20](-[c:24]2[cH:25][cH:26][cH:27][cH:28][cH:29]2)[o:21][c:22]1[CH3:23].[ClH:36].[K+:34].[K+:35].[OH2:37]>>[CH2:1]([CH3:2])[O:3][c:4]1[cH:5][c:6]([C:7](=[O:8])[O:9][CH2:10][CH3:11])[cH:12][c:13]([O:15][CH2:17][c:18]2[n:19][c:20](-[c:24]3[cH:25][cH:26][cH:27][cH:28][cH:29]3)[o:21][c:22]2[CH3:23])[cH:14]1. Reactants: FC(CN1C(=NC(=C1)C(=O)O)C)F (1-(2,2-difluoro-ethyl)-2-methyl-1H-imidazole-4-carboxylic acid), CN(C)C=O (DMF), N[C@H](CN1N=C(C=C1)C1=CC(=C(C#N)C(=C1)F)Cl)C ((S)-4-(1-(2-aminopropyl)-1H-pyrazol-3-yl)-2-chloro-6-fluorobenzo-nitrile), C=1C=CC2=C(C1)N=NN2O (HOBt). Run in O (Water). Product: ClC=1C=C(C=C(C1C#N)F)C1=NN(C=C1)C[C@H](C)NC(=O)C=1N=C(N(C1)CC(F)F)C ((S)—N-(1-(3-(3-Chloro-4-cyano-5-fluorophenyl)-1H-pyrazol-1-yl)propan-2-yl)-1-(2,2-difluoroethyl)-2-methyl-1H-imidazole-4-carboxamide). Yield: 5.6%. As a reaction SMILES: [F:1][CH:2]([F:13])[CH2:3][N:4]1[CH:8]=[C:7]([C:9]([OH:11])=O)[N:6]=[C:5]1[CH3:12].[NH2:14][C@@H:15]([CH3:32])[CH2:16][N:17]1[CH:21]=[CH:20][C:19]([C:22]2[CH:29]=[C:28]([F:30])[C:25]([C:26]#[N:27])=[C:24]([Cl:31])[CH:23]=2)=[N:18]1.C1C=CC2N(O)N=NC=2C=1.CN(C=O)C>O>[Cl:31][C:24]1[CH:23]=[C:22]([C:19]2[CH:20]=[CH:21][N:17]([CH2:16][C@@H:15]([NH:14][C:9]([C:7]3[N:6]=[C:5]([CH3:12])[N:4]([CH2:3][CH:2]([F:1])[F:13])[CH:8]=3)=[O:11])[CH3:32])[N:18]=2)[CH:29]=[C:28]([F:30])[C:25]=1[C:26]#[N:27]. Procedure details: The title compound was prepared using the procedure described in Example 3(h) using 1-(2,2-difluoro-ethyl)-2-methyl-1H-imidazole-4-carboxylic acid (0.926 mmol, 176 mg), (S)-4-(1-(2-aminopropyl)-1H-pyrazol-3-yl)-2-chloro-6-fluorobenzo-nitrile (0.617 mmol, 172 mg) and only a catalytic amount of HOBt (0.062 mmol, 8.34 mg). DMF was used as the solvent. Water was added to the reaction mixture and the mixture was extracted it three times with DCM. The combined organics were washed twice with water. Th... The reactants are COC(=O)CBr, CS(C)=O, [H-], [Na+], CC(=O)CC(=O)c1ccccn1. Yields the product COC(=O)CC(C(C)=O)C(=O)c1ccccn1. As a reaction SMILES: [Br:15][CH2:16][C:17](=[O:18])[O:19][CH3:20].[CH3:21][S:22](=[O:23])[CH3:24].[H-:13].[Na+:14].[n:1]1[c:2]([C:7]([CH2:8][C:9]([CH3:10])=[O:11])=[O:12])[cH:3][cH:4][cH:5][cH:6]1>>[n:1]1[c:2]([C:7]([CH:8]([C:9]([CH3:10])=[O:11])[CH2:16][C:17](=[O:18])[O:19][CH3:20])=[O:12])[cH:3][cH:4][cH:5][cH:6]1. Starting materials: CCO, ClCc1cccc(Cl)c1, Sc1ccncc1. The product is Clc1cccc(CSc2ccncc2)c1. As a reaction SMILES: [CH3:17][CH2:18][OH:19].[Cl:1][c:2]1[cH:3][c:4]([CH2:5][Cl:6])[cH:7][cH:8][cH:9]1.[SH:10][c:11]1[cH:12][cH:13][n:14][cH:15][cH:16]1>>[Cl:1][c:2]1[cH:3][c:4]([CH2:5][S:10][c:11]2[cH:12][cH:13][n:14][cH:15][cH:16]2)[cH:7][cH:8][cH:9]1.